This data is from the Open Reaction Database (ORD), a public repository of structured organic reaction records. The task is: describe an organic reaction: reactants, conditions, products, and yield Starting materials: [OH-].[Na+] (NaOH), CCN(CC)C(=O)C1=CC(=CC=C1)C (DETA), CC(C)NP(=S)(OC)OC1=C(C=C(C=C1)Cl)Cl (DMPA), CC1(CC(CC(C1)(C)CN=C=O)N=C=O)C (IPDI). Run in O (water), CC(OCC)=O (EA), O (water). Reaction conditions: time 5 minute. The product is NC(=O)OCC.NC(=O)N (urethane urea). As a reaction SMILES: CC([NH:4]P([O:9][C:10]1[CH:15]=CC(Cl)=CC=1Cl)(OC)=S)C.CC1(C)CC(C[N:27]=[C:28]=[O:29])(C)CC([N:30]=[C:31]=[O:32])C1.[OH-].[Na+].CCN(C(C1C=CC=C(C)C=1)=O)CC>O.CC(=O)OCC>[NH2:27][C:28]([O:9][CH2:10][CH3:15])=[O:29].[NH2:4][C:31]([NH2:30])=[O:32] |f:2.3,7.8|. Reported procedure: 143.1 g of Rucoflex XS-5570-55, 154 g of Rucoflex S-1011-55 and 6.7 g of DMPA are reacted with 44.4 g of IPDI and 16.8 g of HDI at 80° C. for 3 hours to prepare a prepolymer. The prepolymer is then dispersed in a solution of 2.5 g of NaOH and 1.83 g of EA in 600.0 g of water. After 5 minutes, a solution of 1.8 g of EDA and 2.04 g of DETA in 50.0 g of water is added to form a poly(urethane/urea) dispersion. A finely divided dispersion having solids content of 36.5% and a pH of 7.5 is obtained. The reactants are CC[O-], CCO, CCOC=O, Cl, [Na+], CC(=O)Nc1ccc(C(=O)c2ccc3c(c2)NC(=O)C3)cc1. Yields the product CC(=O)Nc1ccc(C(=O)c2ccc3c(c2)NC(=O)C3=CO)cc1. As a reaction SMILES: [CH3:29][CH2:30][O-:31].[CH3:33][CH2:34][OH:35].[CH:23](=[O:24])[O:25][CH2:26][CH3:27].[ClH:32].[Na+:28].[O:1]=[C:2]1[NH:3][c:4]2[cH:5][c:6]([C:11](=[O:12])[c:13]3[cH:14][cH:15][c:16]([NH:19][C:20]([CH3:21])=[O:22])[cH:17][cH:18]3)[cH:7][cH:8][c:9]2[CH2:10]1>>[O:1]=[C:2]1[NH:3][c:4]2[cH:5][c:6]([C:11](=[O:12])[c:13]3[cH:14][cH:15][c:16]([NH:19][C:20]([CH3:21])=[O:22])[cH:17][cH:18]3)[cH:7][cH:8][c:9]2[C:10]1=[CH:23][OH:24]. Reactants: [K+].N1=CC=C(C=C1)NC1=C(NC2=CC=CC=C12)C(=O)[O-] (3-(4-pyridinylamino)-1H-indole-2-carboxylic acid potassium salt), O (water), ClCN(S(=O)(=O)C1=CC=C(C=C1)C)C1=CC=CC=C1 (N-chloromethyl-N-phenyl-4-methylbenzenesulfonamide), CN(C)C=O (DMF). Solvent: C1CCOC1 (THF), C1CCOC1 (THF). Conditions: temperature 0 celsius. The product is C1(=CC=CC=C1)N(S(=O)(=O)C1=CC=C(C=C1)C)COC(=O)C=1NC2=CC=CC=C2C1NC1=CC=NC=C1 (3-(Pyridin-4-ylamino)-1H-indole-2-carboxylic acid [Phenyl-(Toluene-4-sulfonyl)-amino]-methyl ester). The yield is 10.1%. RXN SMILES: [K+].[N:2]1[CH:7]=[CH:6][C:5]([NH:8][C:9]2[C:17]3[C:12](=[CH:13][CH:14]=[CH:15][CH:16]=3)[NH:11][C:10]=2[C:18]([O-:20])=[O:19])=[CH:4][CH:3]=1.CN(C=O)C.Cl[CH2:27][N:28]([C:39]1[CH:44]=[CH:43][CH:42]=[CH:41][CH:40]=1)[S:29]([C:32]1[CH:37]=[CH:36][C:35]([CH3:38])=[CH:34][CH:33]=1)(=[O:31])=[O:30].O>C1COCC1>[C:39]1([N:28]([CH2:27][O:19][C:18]([C:10]2[NH:11][C:12]3[C:17]([C:9]=2[NH:8][C:5]2[CH:6]=[CH:7][N:2]=[CH:3][CH:4]=2)=[CH:16][CH:15]=[CH:14][CH:13]=3)=[O:20])[S:29]([C:32]2[CH:33]=[CH:34][C:35]([CH3:38])=[CH:36][CH:37]=2)(=[O:31])=[O:30])[CH:44]=[CH:43][CH:42]=[CH:41][CH:40]=1 |f:0.1|. Procedure: Under N2, at 60° C. dissolve 3-(4-pyridinylamino)-1H-indole-2-carboxylic acid potassium salt (2.2 g, 7.5 mmol) in a mixture of anhydrous THF and DMF (90:10 mL). Cool to 0° C. and add a solution of N-chloromethyl-N-phenyl-4-methylbenzenesulfonamide (2.6 g, 8.80 mmol) in anhydrous THF (5 mL) dropwise. After 20 min add water (100 mL) and then extract with ethyl acetate (4×50 mL). Combine the organic layers, wash with NaHCO3 (sat), water, brine, dry with Na2SO4 and then concentrate. Purify the resid...